This data is from the Open Reaction Database (ORD), a public repository of structured organic reaction records. The task is: describe an organic reaction: reactants, conditions, products, and yield Starting materials: CC1(OB(OC1(C)C)C1=CC=C(C(=O)O)C=C1)C (4-(4,4,5,5-tetramethyl-1,3,2-dioxaborolan-2-yl)benzoic acid), C(CCl)Cl (EDC), solution, CNC (N,N-dimethylamine), C1CCOC1 (THF). The reagents and catalysts are CN(C)C=1C=CN=CC1 (DMAP). Run in C(C)(=O)OCC (Ethyl acetate), CN(C)C=O (DMF). Reaction conditions: time 1 hour. Product: CNC(C1=C(C=CC=C1)B1OC(C(O1)(C)C)(C)C)=O (N-Methyl-(4,4,5,5-tetramethyl-[1,3,2]dioxaborolan-2-yl)-benzamide). As a reaction SMILES: [CH3:1][C:2]1([CH3:18])[C:6]([CH3:8])([CH3:7])[O:5][B:4]([C:9]2[CH:17]=[CH:16][C:12](C(O)=O)=[CH:11][CH:10]=2)[O:3]1.C(Cl)CCl.[CH3:23][NH:24][CH3:25].C1C[O:29]CC1>CN(C1C=CN=CC=1)C.CN(C=O)C.C(OCC)(=O)C>[CH3:23][NH:24][C:25](=[O:29])[C:17]1[CH:16]=[CH:12][CH:11]=[CH:10][C:9]=1[B:4]1[O:5][C:6]([CH3:7])([CH3:8])[C:2]([CH3:1])([CH3:18])[O:3]1. Procedure: A mixture of 4-(4,4,5,5-tetramethyl-1,3,2-dioxaborolan-2-yl)benzoic acid (1.0 g, 4.03 mmol), EDC (0.81 g, 4.23 mmol), and DMAP (catalytic amount) in 3 mL of DMF was stirred at room temperature for 1 hr, and then 2 mL of a 2M solution of N,N-dimethylamine in THF (4 mmol) was added into the reaction mixture. The resulting mixture was stirred at room temperature for 16 h. Ethyl acetate (100 mL) was added and the mixture was washed with saturated sodium bicarbonate and brine. The organic layer was d... The reactants are Cl (HCl), CO (MeOH), ClC1=C(C=C(C=N1)OC[C@H]1N(CCC1)C)C=1C=NC=NC1 (6-chloro-3-(1-methyl-2-(S)-pyrrolidinylmethoxy)-5-(5-pyrimidinyl)pyridine), Cl (hydrogen chloride), CI NH3. Solvent: CCOCC (Et2O). Product: Cl.ClC1=C(C=C(C=N1)OC[C@H]1N(CCC1)C)C=1C=NC=NC1 (6-Chloro-3-(1-methyl-2-(S)-pyrrolidinylmethoxy)-5-(5-pyrimidinyl)pyridine hydrochloride). As a reaction SMILES: [Cl:1][C:2]1[N:7]=[CH:6][C:5]([O:8][CH2:9][C@@H:10]2[CH2:14][CH2:13][CH2:12][N:11]2[CH3:15])=[CH:4][C:3]=1[C:16]1[CH:17]=[N:18][CH:19]=[N:20][CH:21]=1.Cl.CO>CCOCC>[ClH:1].[Cl:1][C:2]1[N:7]=[CH:6][C:5]([O:8][CH2:9][C@@H:10]2[CH2:14][CH2:13][CH2:12][N:11]2[CH3:15])=[CH:4][C:3]=1[C:16]1[CH:21]=[N:20][CH:19]=[N:18][CH:17]=1 |f:4.5|. Reported procedure: To a solution of 6-chloro-3-(1-methyl-2-(S)-pyrrolidinylmethoxy)-5-(5-pyrimidinyl)pyridine in Et2O was added hydrogen chloride (1.0 M in Et2O) carefully to afford the tittle compound: mp 200-202° C.; 1H NMR (D2O) δ 2.03-2.17 (m, 2H), 2.24 (m, 1H), 2.39 (m, 1H), 3.05 (s, 3H), 3.13 (m, 1H), 3.75 (m, 1H), 3.96 (m, 1H), 4.41 (dd, 1H, J=6.0, 11.0 Hz), 4.58 (dd, 1H, J=3.0, 11.0 Hz), 7.67 (d, 1H, J=3.0 Hz), 8.25 (d, 1H, J=3.0 Hz), 9.00 (s, 2H), 9.22 (s, 1H); MS (CI/NH3) m/z 306 (M+H)+. Anal. Calcd for ... Reactants: COC(=O)c1cccc2c1[nH]c1c(=O)n(CC(=O)NC(C(=O)C(F)(F)F)C(C)C)c(-c3ccccc3)cc12, Cc1ccccc1, CCOC(C)=O, CS(C)=O, O=C(O)C(Cl)Cl. Reaction SMILES: [CH3:1][O:2][C:3](=[O:4])[c:5]1[cH:6][cH:7][cH:8][c:9]2[c:10]3[c:11]([nH:12][c:13]12)[c:14](=[O:38])[n:15]([CH2:24][C:25](=[O:26])[NH:27][CH:28]([C:29]([C:30]([F:31])([F:32])[F:33])=[O:34])[CH:35]([CH3:36])[CH3:37])[c:16](-[c:18]1[cH:19][cH:20][cH:21][cH:22][cH:23]1)[cH:17]3.[CH3:39][c:40]1[cH:41][cH:42][cH:43][cH:44][cH:45]1.[CH3:52][CH2:53][O:54][C:55](=[O:56])[CH3:57].[CH3:58][S:59](=[O:60])[CH3:61].[OH:46][C:47]([CH:48]([Cl:49])[Cl:50])=[O:51]>>[O:2]=[C:3]([OH:4])[c:5]1[cH:6][cH:7][cH:8][c:9]2[c:10]3[c:11]([nH:12][c:13]12)[c:14](=[O:38])[n:15]([CH2:24][C:25](=[O:26])[NH:27][CH:28]([C:29]([C:30]([F:31])([F:32])[F:33])=[O:34])[CH:35]([CH3:36])[CH3:37])[c:16](-[c:18]1[cH:19][cH:20][cH:21][cH:22][cH:23]1)[cH:17]3. Product: CC(C)C(NC(=O)Cn1c(-c2ccccc2)cc2c([nH]c3c(C(=O)O)cccc32)c1=O)C(=O)C(F)(F)F.